Dataset: the Open Reaction Database (ORD), a public repository of structured organic reaction records. Task: describe an organic reaction: reactants, conditions, products, and yield Reactants: C(C)(C)(C)C=1C=C(C(=O)OCC2=CC=C(C=O)C=C2)C=CC1OC (4-(3-tert-Butyl-4-methoxybenzoyloxymethyl)benzaldehyde), C1CCOC1 (THF), CO (methanol), [BH4-].[Na+] (sodium borohydride). Run in O (water). Conditions: time 4 hour. Product: C(C)(C)(C)C=1C=C(C(=O)OCC2=CC=C(C=C2)CO)C=CC1OC (4-(3-tert-Butyl-4-methoxybenzoyloxymethyl)benzenemethanol). Reaction SMILES: [C:1]([C:5]1[CH:6]=[C:7]([CH:20]=[CH:21][C:22]=1[O:23][CH3:24])[C:8]([O:10][CH2:11][C:12]1[CH:19]=[CH:18][C:15]([CH:16]=[O:17])=[CH:14][CH:13]=1)=[O:9])([CH3:4])([CH3:3])[CH3:2].C1COCC1.CO.[BH4-].[Na+]>O>[C:1]([C:5]1[CH:6]=[C:7]([CH:20]=[CH:21][C:22]=1[O:23][CH3:24])[C:8]([O:10][CH2:11][C:12]1[CH:13]=[CH:14][C:15]([CH2:16][OH:17])=[CH:18][CH:19]=1)=[O:9])([CH3:4])([CH3:2])[CH3:3] |f:3.4|. Procedure: 1.6 g (5 mmol) of the aldehyde obtained in Example 45, 50 ml of THF and 50 ml of methanol are introduced into a round-bottomed flask. 100 mg (2.5 mmol) of sodium borohydride are added in small portions and the mixture is stirred at room temperature for 4 h. The reaction medium is poured into water, the mixture is extracted with ethyl ether and the organic phase is separated after settling has taken place, dried over magnesium sulphate and evaporated. Reactants: C=CC(O)(C)CCC=C(C)C (linalool), C(C)(=O)OC1C(CCCC1)C(C)(C)C.OC\C=C(/CCC=C(C)C)\C (nerol 2-(1,1-dimethylethyl)cyclohexanol acetate), C(C)(=O)OCC1=CC=CC=C1 (benzyl acetate), C(C)(=O)OC(C)(C=C)CCC=C(C)C (linalyl acetate), CC(C)=CCC\C(\C)=C\CO (geraniol), terpenes. The product is CC1=CCC(CC1)(C(C)C)O (terpineol). RXN SMILES: [CH2:1]=[CH:2][C:3]([CH2:6][CH2:7][CH:8]=[C:9]([CH3:11])[CH3:10])([CH3:5])O.C(OC(CCC=C(C)C)(C=C)C)(=[O:14])C.CC(=CCC/C(=C/CO)/C)C.C(OC1CCCCC1C(C)(C)C)(=O)C.OC/C=C(/C)\CCC=C(C)C.C(OCC1C=CC=CC=1)(=O)C>>[CH3:5][C:3]1[CH2:6][CH2:7][C:8]([OH:14])([CH:9]([CH3:11])[CH3:10])[CH2:1][CH:2]=1 |f:3.4|. Procedure details: linalool; linalyl acetate; geraniol; nerol 2-(1,1-dimethylethyl)cyclohexanol acetate; benzyl acetate; terpenes (orange)